From a dataset of the Open Reaction Database (ORD), a public repository of structured organic reaction records. describe an organic reaction: reactants, conditions, products, and yield The reactants are resultant mixture, FC(C)(F)C1=CC=C(S1)C(=O)OCC (ethyl 5-(1,1-difluoroethyl)thiophene-2-carboxylate), [OH-].[Na+] (sodium hydroxide). Solvent: CO (methanol). Yields the product crude product, FC(C)(F)C1=CC=C(S1)C(=O)O (5-(1,1-Difluoroethyl)thiophene-2-carboxylic acid). RXN SMILES: [F:1][C:2]([C:5]1[S:9][C:8]([C:10]([O:12]CC)=[O:11])=[CH:7][CH:6]=1)([F:4])[CH3:3].[OH-].[Na+]>CO>[F:1][C:2]([C:5]1[S:9][C:8]([C:10]([OH:12])=[O:11])=[CH:7][CH:6]=1)([F:4])[CH3:3] |f:1.2|. Reported procedure: To a methanol solution (1.0 mL) of ethyl 5-(1,1-difluoroethyl)thiophene-2-carboxylate (28.6 mg, 0.130 mmol) synthesized in Reference Synthesis Example 123, 1 M sodium hydroxide aqueous solution (312 μL, 0.312 mmol) was added and the resultant mixture was stirred at room temperature for 1 day. After completion of the reaction, the reaction solution was concentrated under reduced pressure and separated with toluene-water. To the water phase, 12 M hydrochloric acid was added until pH reached 2 and ... Starting materials: O1CCCC1 (tetrahydrofuran), COC(=O)CP(=O)(OC)OC (trimethyl phosphonoacetate), O1CCCC1 (tetrahydrofuran), [H-].[Na+] (sodium hydride), O1CCCC1 (tetrahydrofuran), O1CCCC1 (tetrahydrofuran), CCC(CCC=C)=O (6-hepten-3-one). Solvent: O (water). Conditions: temperature 0 celsius, time 1 hour. The product is C(C)C(=CC(=O)OC)CCC=C (Methyl 3-ethylhepta-2,6-dienoate). Reaction SMILES: O1CCCC1.[CH3:6][O:7][C:8]([CH2:10]P(OC)(OC)=O)=[O:9].[H-].[Na+].[CH3:19][CH2:20][C:21](=O)[CH2:22][CH2:23][CH:24]=[CH2:25]>O>[CH2:24]([C:23]([CH2:22][CH2:21][CH:20]=[CH2:19])=[CH:10][C:8]([O:7][CH3:6])=[O:9])[CH3:25] |f:2.3|. Procedure: A tetrahydrofuran (25 mL) solution of trimethyl phosphonoacetate (4.67 g, 25.1 mmol) was added dropwise at 0° C. over 1 hour to a tetrahydrofuran (25 mL) suspension of sodium hydride (1.04 g, 63%, 27.4 mmol). To the mixture, tetrahydrofuran (25 mL) was further added, and the mixture was then stirred at 0° C. for 1 hour. To this solution, a tetrahydrofuran (25 mL) solution of 6-hepten-3-one (2.56 g, 22.8 mmol) was added dropwise at 0° C. over 20 minutes, and the mixture was stirred at room temper... The reactants are OC(C=CC1C(C2(OCCO2)CC1)CCCCCCC(=O)O)(COCCC)C (7-{7-(3-hydroxy-3-methyl-4 -propoxybut-1-enyl)-1,4-dioxaspiro[4,4]non-6-yl}heptanoic acid), O (water), O.O.C1(=CC=C(C=C1)S(=O)(=O)O)C (p-toluenesulphonic acid dihydrate), Example 1 ( viii ), CC(=O)C (acetone). The solvent is C(C)OCC (diethyl ether). Run at time 24 hour. The product is OC(C=CC1CCC(C1CCCCCCC(=O)O)=O)(COCCC)C (7-[5-(3-hydroxy-3-methyl-4-propoxybut-1-enyl)2-oxocyclopentyl] heptanoic acid). Yield: 9.7%. As a reaction SMILES: [OH:1][C:2]([CH3:28])([CH2:23][O:24][CH2:25][CH2:26][CH3:27])[CH:3]=[CH:4][CH:5]1[CH2:13][CH2:12][C:7]2(OCC[O:8]2)[CH:6]1[CH2:14][CH2:15][CH2:16][CH2:17][CH2:18][CH2:19][C:20]([OH:22])=[O:21].CC(C)=O.O.O.O.C1(C)C=CC(S(O)(=O)=O)=CC=1>C(OCC)C>[OH:1][C:2]([CH3:28])([CH2:23][O:24][CH2:25][CH2:26][CH3:27])[CH:3]=[CH:4][CH:5]1[CH:6]([CH2:14][CH2:15][CH2:16][CH2:17][CH2:18][CH2:19][C:20]([OH:22])=[O:21])[C:7](=[O:8])[CH2:12][CH2:13]1 |f:3.4.5|. Procedure details: Crude 7-{7-(3-hydroxy-3-methyl-4 -propoxybut-1-enyl)-1,4-dioxaspiro[4,4]non-6-yl}heptanoic acid [1.04 g.; prepared as hereinbefore described in Example 1 (viii)], undried acetone (50 ml.) containing a small amount of water and p-toluenesulphonic acid dihydrate (0.1 g.) were left to stand together at room temperature for 24 hours. The mixture was then added to excess diethyl ether and washed with water until the washings were neutral. The ether solution was dried over sodium sulphate and evaporat... The reactants are O=C(n1ccnc1)n1ccnc1, O=C(O)C(O)(c1cccs1)C1CCCC1, CN(C)C=O, O, OC1CN2CCC1CC2. Yields the product O=C(OC1CN2CCC1CC2)C(O)(c1cccs1)C1CCCC1. Reaction SMILES: [C:16]([n:17]1[cH:18][cH:19][n:20][cH:21]1)([n:22]1[cH:23][cH:24][n:25][cH:26]1)=[O:27].[CH:1]1([C:6]([C:7](=[O:8])[OH:9])([c:10]2[s:11][cH:12][cH:13][cH:14]2)[OH:15])[CH2:2][CH2:3][CH2:4][CH2:5]1.[O:38]=[CH:39][N:40]([CH3:41])[CH3:42].[OH2:37].[OH:28][CH:29]1[CH2:30][N:31]2[CH2:32][CH2:33][CH:34]1[CH2:35][CH2:36]2>>[CH:1]1([C:6]([C:7]([O:8][CH:29]2[CH2:30][N:31]3[CH2:32][CH2:33][CH:34]2[CH2:35][CH2:36]3)=[O:9])([c:10]2[s:11][cH:12][cH:13][cH:14]2)[OH:15])[CH2:2][CH2:3][CH2:4][CH2:5]1. Reactants: [Li]CCCC, Brc1ccc(C2CN(Cc3ccccc3)CCN2Cc2ccccc2)cc1, CN(C)C=O, C1CCOC1. The product is O=Cc1ccc(C2CN(Cc3ccccc3)CCN2Cc2ccccc2)cc1. Reaction SMILES: [CH2:1]([Li:2])[CH2:3][CH2:4][CH3:5].[CH2:6]([c:7]1[cH:8][cH:9][cH:10][cH:11][cH:12]1)[N:13]1[CH:14]([c:26]2[cH:27][cH:28][c:29]([Br:32])[cH:30][cH:31]2)[CH2:15][N:16]([CH2:19][c:20]2[cH:21][cH:22][cH:23][cH:24][cH:25]2)[CH2:17][CH2:18]1.[CH3:33][N:34]([CH:35]=[O:36])[CH3:37].[O:38]1[CH2:39][CH2:40][CH2:41][CH2:42]1>>[CH2:6]([c:7]1[cH:8][cH:9][cH:10][cH:11][cH:12]1)[N:13]1[CH:14]([c:26]2[cH:27][cH:28][c:29]([CH:35]=[O:36])[cH:30][cH:31]2)[CH2:15][N:16]([CH2:19][c:20]2[cH:21][cH:22][cH:23][cH:24][cH:25]2)[CH2:17][CH2:18]1.